Dataset: the Open Reaction Database (ORD), a public repository of structured organic reaction records. Task: describe an organic reaction: reactants, conditions, products, and yield Reactants: C, CCO, CC(=O)O, CC1=C(N)C(C)C2CC(C)(CC3=CCN(c4ccc(-n5ccnc5)cc4)CC3)OC2=C1C, [Na+], [OH-], O, [Pd]. The product is CC1=C(N)C(C)C2CC(C)(CC3CCN(c4ccc(-n5ccnc5)cc4)CC3)OC2=C1C. RXN SMILES: [C:42].[CH3:33][CH2:34][OH:35].[CH3:36][C:37](=[O:38])[OH:39].[NH2:1][C:2]1=[C:3]([CH3:32])[C:4]([CH3:31])=[C:5]2[CH:6]([CH2:7][C:8]([CH3:10])([CH2:11][C:12]3=[CH:17][CH2:16][N:15]([c:18]4[cH:19][cH:20][c:21](-[n:24]5[cH:25][n:26][cH:27][cH:28]5)[cH:22][cH:23]4)[CH2:14][CH2:13]3)[O:9]2)[CH:29]1[CH3:30].[Na+:41].[OH-:40].[OH2:44].[Pd:43]>>[NH2:1][C:2]1=[C:3]([CH3:32])[C:4]([CH3:31])=[C:5]2[CH:6]([CH2:7][C:8]([CH3:10])([CH2:11][CH:12]3[CH2:13][CH2:14][N:15]([c:18]4[cH:19][cH:20][c:21](-[n:24]5[cH:25][n:26][cH:27][cH:28]5)[cH:22][cH:23]4)[CH2:16][CH2:17]3)[O:9]2)[CH:29]1[CH3:30]. Starting materials: CC(=O)O, Cl, CC(C)(C)C(O)c1ccc(C2(c3ccccc3)OCCO2)cc1. The product is CC(C)(C)C(O)c1ccc(C(=O)c2ccccc2)cc1. Reaction SMILES: [CH3:25][C:26](=[O:27])[OH:28].[ClH:24].[c:1]1([C:7]2([c:12]3[cH:13][cH:14][c:15]([CH:18]([C:19]([CH3:20])([CH3:21])[CH3:22])[OH:23])[cH:16][cH:17]3)[O:8][CH2:11][CH2:10][O:9]2)[cH:2][cH:3][cH:4][cH:5][cH:6]1>>[c:1]1([C:7](=[O:8])[c:12]2[cH:13][cH:14][c:15]([CH:18]([C:19]([CH3:20])([CH3:21])[CH3:22])[OH:23])[cH:16][cH:17]2)[cH:2][cH:3][cH:4][cH:5][cH:6]1. Reactants: CN(C)C=O, CCOC(C)=O, [H-], [Na+], Cc1ccc(S(=O)(=O)OCC2CSC(NC(=O)OC(C)(C)C)=N2)cc1, c1c[nH]cn1. Yields the product CC(C)(C)OC(=O)NC1=NC(Cc2ncc[nH]2)CS1. RXN SMILES: [CH3:33][N:34]([CH3:35])[CH:36]=[O:37].[CH3:38][CH2:39][O:40][C:41](=[O:42])[CH3:43].[H-:6].[Na+:7].[c:8]1([CH3:9])[cH:10][cH:11][c:12]([S:13]([O:14][CH2:18][CH:19]2[N:20]=[C:21]([NH:24][C:25]([O:26][C:27]([CH3:28])([CH3:29])[CH3:30])=[O:31])[S:22][CH2:23]2)(=[O:15])=[O:16])[cH:17][cH:32]1.[nH:1]1[cH:2][n:3][cH:4][cH:5]1>>[nH:1]1[c:2]([CH2:18][CH:19]2[N:20]=[C:21]([NH:24][C:25]([O:26][C:27]([CH3:28])([CH3:29])[CH3:30])=[O:31])[S:22][CH2:23]2)[n:3][cH:4][cH:5]1. Starting materials: COC1=C(CN2C[C@@H]([C@H]2[C@H]2OC(OC2)(C)C)NC(=O)OC(C)(C)C)C=CC(=C1)OC (t-butyl (3S,4S)-1-(2,4-dimethoxybenzyl)-4-[(R)-2,2-dimethyl-1,3-dioxolan-4-yl]-3-azetidinecarbamate), C(=O)(OC(C)(C)C)OC(=O)OC(C)(C)C (di-t-butyl dicarbonate), C([O-])([O-])=O.[K+].[K+] (potassium carbonate), C([O-])(O)=O.[K+] (potassium bicarbonate), C1(=CC=C(C=C1)S(=O)(=O)O)C (p-toluenesulphonic acid). The solvent is O1CCCC1 (tetrahydrofuran), O (water). Reaction conditions: time 24 hour. Yields the product COC1=C(CN2C([C@H]([C@H]2[C@H](CO)O)NC(=O)OC(C)(C)C)=O)C=CC(=C1)OC (t-butyl (3S, 4S)-1-(2,4-dimethoxybenzyl)-4-[(R)-1,2-dihydroxyethyl]-2-oxo-3-azetidinecarbamate). The yield is 204.8%. RXN SMILES: [CH3:1][O:2][C:3]1[CH:28]=[C:27]([O:29][CH3:30])[CH:26]=[CH:25][C:4]=1[CH2:5][N:6]1[C@H:9]([C@@H:10]2[CH2:14][O:13]C(C)(C)[O:11]2)[C@@H:8]([NH:17][C:18]([O:20][C:21]([CH3:24])([CH3:23])[CH3:22])=[O:19])[CH2:7]1.C1(C)C=CC(S(O)(=O)=[O:38])=CC=1.C(=O)(O)[O-].[K+].C(OC(OC(C)(C)C)=O)(OC(C)(C)C)=O.C(=O)([O-])[O-].[K+].[K+]>O1CCCC1.O>[CH3:1][O:2][C:3]1[CH:28]=[C:27]([O:29][CH3:30])[CH:26]=[CH:25][C:4]=1[CH2:5][N:6]1[C@H:9]([C@@H:10]([OH:11])[CH2:14][OH:13])[C@H:8]([NH:17][C:18]([O:20][C:21]([CH3:22])([CH3:24])[CH3:23])=[O:19])[C:7]1=[O:38] |f:2.3,5.6.7|. Procedure: 76.8 g (0.176 mol) of t-butyl (3S,4S)-1-(2,4-dimethoxybenzyl)-4-[(R)-2,2-dimethyl-1,3-dioxolan-4-yl]-3-azetidinecarbamate are dissolved in 500 ml of tetrahydrofuran and 350 ml of water and the solution is heated to 60° C. for 24 hours with 13.0 g of p-toluenesulphonic acid. The mixture is cooled, neutralized with 10% aqueous potassium bicarbonate solution and evaporated. The residue is taken up in 300 ml of dioxan and treated with 21.8 g (0.1 mol) of di-t-butyl dicarbonate and 7.63 g of potassiu...